Dataset: the Open Reaction Database (ORD), a public repository of structured organic reaction records. Task: describe an organic reaction: reactants, conditions, products, and yield Starting materials: OC1=C(C=C(C2=CC=CC=C12)NS(=O)(=O)C=1SC=CC1)SCC(=O)O (2-(1-hydroxy-4-(thiophene-2-sulfonamido)naphthalen-2-ylthio)acetic acid), ClC=1C=C(SC1Cl)S(=O)(=O)N=C1C=C(C(C2=CC=CC=C12)=O)Cl (4,5-dichloro-N-(3-chloro-4-oxonaphthalen-1(4H)-ylidene)thiophene-2-sulfonamide). The product is ClC=1C=C(SC1Cl)S(=O)(=O)NC1=CC(=C(C2=CC=CC=C12)O)SCC(=O)O (2-(4-(4,5-dichlorothiophene-2-sulfonamido)-1-hydroxynaphthalen-2-ylthio)acetic acid), title compound. Yield: 39.0%. RXN SMILES: OC1C2C(=CC=CC=2)C(NS(C2SC=CC=2)(=O)=O)=CC=1[S:21][CH2:22][C:23]([OH:25])=[O:24].[Cl:26][C:27]1[CH:28]=[C:29]([S:33]([N:36]=[C:37]2[C:46]3[C:41](=[CH:42][CH:43]=[CH:44][CH:45]=3)[C:40](=[O:47])[C:39](Cl)=[CH:38]2)(=[O:35])=[O:34])[S:30][C:31]=1[Cl:32]>>[Cl:26][C:27]1[CH:28]=[C:29]([S:33]([NH:36][C:37]2[C:46]3[C:41](=[CH:42][CH:43]=[CH:44][CH:45]=3)[C:40]([OH:47])=[C:39]([S:21][CH2:22][C:23]([OH:25])=[O:24])[CH:38]=2)(=[O:35])=[O:34])[S:30][C:31]=1[Cl:32]. Procedure details: 5.2.56 2-(4-(4,5-dichlorothiophene-2-sulfonamido)-1-hydroxynaphthalen-2-ylthio)acetic acid (14n) was prepared according to the procedure of procedure B for 10a except using 4,5-dichloro-N-(3-chloro-4-oxonaphthalen-1(4H)-ylidene)thiophenesulfonamide (12c), which afforded the title compound 17.8 mg (39%) as a white solid, m.p.: ° C. Reactants: NC=1SC(=C(N1)C(=O)N1[C@H]2C[C@H]2C[C@H]1CN)C1=CC(=CC=C1)F ([2-amino-5-(3-fluoro-phenyl)-thiazol-4-yl]-((1S,3S,5S)-3-aminomethyl-2-aza-bicyclo[3.1.0]hex-2-yl)-methanone), CN1N=CC(=C1C(F)(F)F)C(=O)O (1-methyl-5-trifluoromethyl-1H-pyrazole-4-carboxylic acid). Product: NC=1SC(=C(N1)C(=O)N1[C@H]2C[C@H]2C[C@H]1CNC(=O)C=1C=NN(C1C(F)(F)F)C)C1=CC(=CC=C1)F (1-methyl-5-trifluoromethyl-1H-pyrazole-4-carboxylic acid {(1S,3S,5S)-2-[2-amino-5-(3-fluoro-phenyl)-thiazole-4-carbonyl]-2-aza-bicyclo[3.1.0]hex-3-ylmethyl}-amide). Reaction SMILES: [NH2:1][C:2]1[S:3][C:4]([C:17]2[CH:22]=[CH:21][CH:20]=[C:19]([F:23])[CH:18]=2)=[C:5]([C:7]([N:9]2[C@H:14]([CH2:15][NH2:16])[CH2:13][C@H:12]3[C@@H:10]2[CH2:11]3)=[O:8])[N:6]=1.[CH3:24][N:25]1[C:29]([C:30]([F:33])([F:32])[F:31])=[C:28]([C:34](O)=[O:35])[CH:27]=[N:26]1>>[NH2:1][C:2]1[S:3][C:4]([C:17]2[CH:22]=[CH:21][CH:20]=[C:19]([F:23])[CH:18]=2)=[C:5]([C:7]([N:9]2[C@H:14]([CH2:15][NH:16][C:34]([C:28]3[CH:27]=[N:26][N:25]([CH3:24])[C:29]=3[C:30]([F:33])([F:31])[F:32])=[O:35])[CH2:13][C@H:12]3[C@@H:10]2[CH2:11]3)=[O:8])[N:6]=1. Procedure: prepared by reaction of [2-amino-5-(3-fluoro-phenyl)-thiazol-4-yl]-((1S,3S,5S)-3-aminomethyl-2-aza-bicyclo[3.1.0]hex-2-yl)-methanone with 1-methyl-5-trifluoromethyl-1H-pyrazole-4-carboxylic acid. LC-MS (basic): tR=0.79 min; [M+H]+=509.2. Starting materials: CCOc1cc(-c2cc(C(F)(F)F)nc(-c3ccnc(-c4cccc(S(=O)(=O)NC(C)(C)C)c4)c3)n2)ccc1C(F)(F)F, ClCCl, O=C(O)C(F)(F)F. The product is CCOc1cc(-c2cc(C(F)(F)F)nc(-c3ccnc(-c4cccc(S(N)(=O)=O)c4)c3)n2)ccc1C(F)(F)F. RXN SMILES: [C:1]([CH3:2])([CH3:3])([CH3:4])[NH:5][S:6](=[O:7])(=[O:8])[c:9]1[cH:10][c:11](-[c:15]2[n:16][cH:17][cH:18][c:19](-[c:21]3[n:22][c:23](-[c:31]4[cH:32][c:33]([O:41][CH2:42][CH3:43])[c:34]([C:37]([F:38])([F:39])[F:40])[cH:35][cH:36]4)[cH:24][c:25]([C:27]([F:28])([F:29])[F:30])[n:26]3)[cH:20]2)[cH:12][cH:13][cH:14]1.[Cl:51][CH2:52][Cl:53].[F:44][C:45]([F:46])([F:47])[C:48]([OH:49])=[O:50]>>[NH2:5][S:6](=[O:7])(=[O:8])[c:9]1[cH:10][c:11](-[c:15]2[n:16][cH:17][cH:18][c:19](-[c:21]3[n:22][c:23](-[c:31]4[cH:32][c:33]([O:41][CH2:42][CH3:43])[c:34]([C:37]([F:38])([F:39])[F:40])[cH:35][cH:36]4)[cH:24][c:25]([C:27]([F:28])([F:29])[F:30])[n:26]3)[cH:20]2)[cH:12][cH:13][cH:14]1. The reactants are C(CCCCC)[Si](Cl)(Cl)C (n-Hexylmethyldichlorosilane), C1=CC=CC=2C3=CC=CC=C3CC12 (Fluorene), C1=CC=CC=2C3=CC=CC=C3CC12 (fluorene). Run in C1CCOC1 (THF), C1CCOC1 (THF). Conditions: time 8 hour. The product is C(CCCCC)[Si](C1C2=CC=CC=C2C=2C=CC=CC12)(C1C2=CC=CC=C2C=2C=CC=CC12)C (n-hexylmethylbis(9-fluorenyl)silane). RXN SMILES: [CH2:1]([Si:7]([CH3:10])(Cl)Cl)[CH2:2][CH2:3][CH2:4][CH2:5][CH3:6].[CH:11]1[C:23]2[CH2:22][C:21]3[C:16](=[CH:17][CH:18]=[CH:19][CH:20]=3)[C:15]=2[CH:14]=[CH:13][CH:12]=1>C1COCC1>[CH2:1]([Si:7]([CH3:10])([CH:22]1[C:23]2[CH:11]=[CH:12][CH:13]=[CH:14][C:15]=2[C:16]2[C:21]1=[CH:20][CH:19]=[CH:18][CH:17]=2)[CH:22]1[C:21]2[CH:20]=[CH:19][CH:18]=[CH:17][C:16]=2[C:15]2[C:23]1=[CH:11][CH:12]=[CH:13][CH:14]=2)[CH2:2][CH2:3][CH2:4][CH2:5][CH3:6]. Reported procedure: n-Hexylmethyldichlorosilane (30.4 g, 0.152 mol) and 300 mL of dry THF were charged to a one liter Schlenk equipped with an addition funnel. Fluorene anion (52.4 g, 0.305 mol) was dissolved in approximately 200 mL of dry THF and charged to the addition funnel. The temperature of the stirring solution was lowered to −78° C. under positive nitrogen pressure. The fluorene anion was added dropwise over two hours. After the anion addition was complete, the reaction mixture was allowed to warm to room ...